From a dataset of the Open Reaction Database (ORD), a public repository of structured organic reaction records. describe an organic reaction: reactants, conditions, products, and yield The reactants are ClC1=C(C=CC=C1Cl)C=C(C(=O)OC)C(C)=O (2-[(2,3-dichlorophenyl)methylene]-3-oxobutanoic acid, methyl ester), NC1=C(C=CC=C1)S (2-aminothiophenol), C(C)(=O)O (Acetic acid). The solvent is CCOCC (ether), CN(C=O)C (dimethylformamide). Reaction conditions: time 3 hour. Product: CC1=C(C(SC2=C(N1)C=CC=C2)C2=C(C(=CC=C2)Cl)Cl)C(=O)OC (2,5-dihydro-4-methyl-2-(2,3-dichlorophenyl)-1,5-benzothiazepine-3-carboxylic acid, methyl ester). As a reaction SMILES: [Cl:1][C:2]1[C:7]([Cl:8])=[CH:6][CH:5]=[CH:4][C:3]=1[CH:9]=[C:10]([C:15](=O)[CH3:16])[C:11]([O:13][CH3:14])=[O:12].[NH2:18][C:19]1[CH:24]=[CH:23][CH:22]=[CH:21][C:20]=1[SH:25].C(O)(=O)C>CN(C)C=O.CCOCC>[CH3:16][C:15]1[NH:18][C:19]2[CH:24]=[CH:23][CH:22]=[CH:21][C:20]=2[S:25][CH:9]([C:3]2[CH:4]=[CH:5][CH:6]=[C:7]([Cl:8])[C:2]=2[Cl:1])[C:10]=1[C:11]([O:13][CH3:14])=[O:12]. Reported procedure: A solution of 2-[(2,3-dichlorophenyl)methylene]-3-oxobutanoic acid, methyl ester (1.0 g., 3.66 mmole) in dry dimethylformamide (7 ml.) is treated with 2-aminothiophenol (512 mg., 4.1 mmoles) and the resulting reaction mixcture is stirred at room temperature for 3 hours. Acetic acid (0.1 ml.) is added and the reaction is heated at 75° (oil bath temperature) for 48 hours. It is then cooled to room temperature and diluted with ether. The resulting solution is washed with 1N sodium hydroxide, water,... The reactants are NN1C(C2=CC=CC=C2C(=N1)C1CCCCC1)=O (2-amino-4-cyclohexylphthalazin-1(2H)-one), ClC1=CC=C(C=C1)CC(=O)O (2-(4-chlorophenyl)acetic acid). The product is ClC1=CC=C(C=C1)CC(=O)NN1C(C2=CC=CC=C2C(=N1)C1CCCCC1)=O (2-(4-chlorophenyl)-N-(4-cyclohexyl-1-oxophthalazin-2(1H)-yl)acetamide). RXN SMILES: [NH2:1][N:2]1[N:11]=[C:10]([CH:12]2[CH2:17][CH2:16][CH2:15][CH2:14][CH2:13]2)[C:9]2[C:4](=[CH:5][CH:6]=[CH:7][CH:8]=2)[C:3]1=[O:18].[Cl:19][C:20]1[CH:25]=[CH:24][C:23]([CH2:26][C:27](O)=[O:28])=[CH:22][CH:21]=1>>[Cl:19][C:20]1[CH:25]=[CH:24][C:23]([CH2:26][C:27]([NH:1][N:2]2[N:11]=[C:10]([CH:12]3[CH2:17][CH2:16][CH2:15][CH2:14][CH2:13]3)[C:9]3[C:4](=[CH:5][CH:6]=[CH:7][CH:8]=3)[C:3]2=[O:18])=[O:28])=[CH:22][CH:21]=1. Procedure: The product of Example 74A and 2-(4-chlorophenyl)acetic acid were processed using a method similar to that described in Example 17C to afford the title compound. 1H NMR (400 MHz, DMSO-d6) δ ppm 11.55 (s, 1H), 8.32 (dd, J=7.9, 1.4 Hz, 1H), 8.12 (d, J=8.1 Hz, 1H), 7.97-8.02 (m, 1H), 7.87-7.92 (m, 1H), 7.37-7.47 (m, 4H), 3.68 (s, 2H), 3.22-3.29 (bs, 1H), 1.87-1.92 (m, 2H), 1.78-1.82 (m, 2H), 1.70-1.76 (m, 1H), 1.41-1.54 (m, 4H), 1.18-1.29 (m, 1H); MS (ESI) m/z 396 (M+H)+. Reactants: O=C(NC1CC1)c1ncc(Br)cn1, CC(c1ccc(B2OC(C)(C)C(C)(C)O2)cc1)N1CCC(CC(C)(C)C#N)(c2ccccc2)OC1=O. As a reaction SMILES: [Br:37][c:38]1[cH:39][n:40][c:41]([C:44](=[O:45])[NH:46][CH:47]2[CH2:48][CH2:49]2)[n:42][cH:43]1.[CH3:1][C:2]([C:3]#[N:4])([CH2:5][C:6]1([c:30]2[cH:31][cH:32][cH:33][cH:34][cH:35]2)[CH2:7][CH2:8][N:9]([CH:13]([CH3:14])[c:15]2[cH:16][cH:17][c:18]([B:21]3[O:22][C:23]([CH3:24])([CH3:25])[C:26]([CH3:27])([CH3:28])[O:29]3)[cH:19][cH:20]2)[C:10](=[O:12])[O:11]1)[CH3:36]>>[CH3:1][C:2]([C:3]#[N:4])([CH2:5][C:6]1([c:30]2[cH:31][cH:32][cH:33][cH:34][cH:35]2)[CH2:7][CH2:8][N:9]([CH:13]([CH3:14])[c:15]2[cH:16][cH:17][c:18](-[c:38]3[cH:39][n:40][c:41]([C:44](=[O:45])[NH:46][CH:47]4[CH2:48][CH2:49]4)[n:42][cH:43]3)[cH:19][cH:20]2)[C:10](=[O:12])[O:11]1)[CH3:36]. Product: CC(c1ccc(-c2cnc(C(=O)NC3CC3)nc2)cc1)N1CCC(CC(C)(C)C#N)(c2ccccc2)OC1=O. Reactants: C(C)OC([C@H](CC1=CC=C(C=C1)OCC(=O)O)OC)=O ((2S)-3-(4-carboxymethoxy-phenyl)-2-methoxy-propionic acid ethyl ester), C1(=CC=CC=C1)C(C)N (1-phenyl-ethylamine), C(C)O[C@H](C(=O)O)CC1=CC=C(C=C1)O[C@H](C)C(NCCC1=CC=C(C=C1)OC1=CC=CC=C1)=O ((2S,1R)-2-ethoxy-3-(4-{1-[2-(4-phenoxy-phenyl)-ethylcarbamoyl]-ethoxy}-phenyl)-propionic acid). Product: CO[C@H](C(=O)O)CC1=CC=C(C=C1)OCC(NC(C)C1=CC=CC=C1)=O ((2S)-2-methoxy-3-{4-[(1-Phenyl-ethylcarbamoyl)-methoxy]-phenyl}-propionic acid). RXN SMILES: C([O:3][C:4](=[O:20])[C@@H:5]([O:18][CH3:19])[CH2:6][C:7]1[CH:12]=[CH:11][C:10]([O:13][CH2:14][C:15]([OH:17])=O)=[CH:9][CH:8]=1)C.[C:21]1([CH:27]([NH2:29])[CH3:28])[CH:26]=[CH:25][CH:24]=[CH:23][CH:22]=1.C(O[C@@H](CC1C=CC(O[C@@H](C(=O)NCCC2C=CC(OC3C=CC=CC=3)=CC=2)C)=CC=1)C(O)=O)C>>[CH3:19][O:18][C@@H:5]([CH2:6][C:7]1[CH:8]=[CH:9][C:10]([O:13][CH2:14][C:15](=[O:17])[NH:29][CH:27]([C:21]2[CH:26]=[CH:25][CH:24]=[CH:23][CH:22]=2)[CH3:28])=[CH:11][CH:12]=1)[C:4]([OH:3])=[O:20]. Procedure details: The title compound was prepared from (2S)-3-(4-carboxymethoxy-phenyl)-2-methoxy-propionic acid ethyl ester (PREPARATION 3, step 2) and 1-phenyl-ethylamine via the same procedure used for the preparation of (2S,1R)-2-ethoxy-3-(4-{1-[2-(4-phenoxy-phenyl)-ethylcarbamoyl]-ethoxy}-phenyl)-propionic acid (Example 1, step 3) to produce a colorless oil. MS (ES) for C20H23NO5 [M+H]+: 358. Reactants: CN(C)C=O, Fc1ccc(Cn2c(Cl)nc3ccccc32)cc1, [H-], [Na+], O, CCOC(=O)N1CCC(O)CC1. Yields the product CCOC(=O)N1CCC(Oc2nc3ccccc3n2Cc2ccc(F)cc2)CC1. Reaction SMILES: [CH3:13][N:14]([CH3:15])[CH:16]=[O:17].[Cl:20][c:21]1[n:22][c:23]2[c:24]([n:25]1[CH2:26][c:27]1[cH:28][cH:29][c:30]([F:33])[cH:31][cH:32]1)[cH:34][cH:35][cH:36][cH:37]2.[H-:18].[Na+:19].[OH2:38].[OH:1][CH:2]1[CH2:3][CH2:4][N:5]([C:8](=[O:9])[O:10][CH2:11][CH3:12])[CH2:6][CH2:7]1>>[O:1]([CH:2]1[CH2:3][CH2:4][N:5]([C:8](=[O:9])[O:10][CH2:11][CH3:12])[CH2:6][CH2:7]1)[c:21]1[n:22][c:23]2[c:24]([n:25]1[CH2:26][c:27]1[cH:28][cH:29][c:30]([F:33])[cH:31][cH:32]1)[cH:34][cH:35][cH:36][cH:37]2. The reactants are ClC1=NC(=NC=C1)C=O (4-chloropyrimidine-2-carbaldehyde), N1CCOCC1 (morpholine). Yields the product ClC1=NC(=NC=C1)CN1CCOCC1 (4-[(4-Chloropyrimidin-2-yl)methyl]morpholine). Reaction SMILES: [Cl:1][C:2]1[CH:7]=[CH:6][N:5]=[C:4]([CH:8]=O)[N:3]=1.[NH:10]1[CH2:15][CH2:14][O:13][CH2:12][CH2:11]1>>[Cl:1][C:2]1[CH:7]=[CH:6][N:5]=[C:4]([CH2:8][N:10]2[CH2:15][CH2:14][O:13][CH2:12][CH2:11]2)[N:3]=1. Procedure details: The title compound was prepared according to the general procedure in Example 45 Step 1 using 4-chloropyrimidine-2-carbaldehyde (2 g, 14.03 mmol) and morpholine (1.467 mL, 16.84 mmol) as the starting materials. Starting materials: CC(C)(CC=CC(=O)O)NC(=O)OC(C)(C)C, CNC(Cc1ccc2ccccc2c1)C(=O)N(C)C(Cc1ccccc1)C(=O)NCC(C)(C)OC(C)=O, CCN(C(C)C)C(C)C, CCN=C=NCCCN(C)C, CN(C)C=O, CCOC(C)=O, ClCCl, Cl, On1nnc2cccnc21. The product is CC(=O)OC(C)(C)CNC(=O)C(Cc1ccccc1)N(C)C(=O)C(Cc1ccc2ccccc2c1)N(C)C(=O)C=CCC(C)(C)NC(=O)OC(C)(C)C. As a reaction SMILES: [C:1]([CH3:2])([CH3:3])([CH3:4])[O:5][C:6](=[O:7])[NH:8][C:9]([CH2:10][CH:11]=[CH:12][C:13](=[O:14])[OH:15])([CH3:16])[CH3:17].[C:40]([CH3:41])(=[O:42])[O:43][C:44]([CH2:45][NH:46][C:47]([CH:48]([CH2:49][c:50]1[cH:51][cH:52][cH:53][cH:54][cH:55]1)[N:56]([C:57]([CH:58]([CH2:59][c:60]1[cH:61][c:62]2[cH:63][cH:64][cH:65][cH:66][c:67]2[cH:68][cH:69]1)[NH:70][CH3:71])=[O:72])[CH3:73])=[O:74])([CH3:75])[CH3:76].[CH2:77]([N:78]([CH:79]([CH3:80])[CH3:81])[CH:82]([CH3:83])[CH3:84])[CH3:85].[CH3:29][N:30]([CH3:31])[CH2:32][CH2:33][CH2:34][N:35]=[C:36]=[N:37][CH2:38][CH3:39].[CH3:86][N:87]([CH3:88])[CH:89]=[O:90].[CH3:94][CH2:95][O:96][C:97](=[O:98])[CH3:99].[Cl:91][CH2:92][Cl:93].[ClH:28].[OH:18][n:19]1[c:20]2[n:21][cH:22][cH:23][cH:24][c:25]2[n:26][n:27]1>>[C:1]([CH3:2])([CH3:3])([CH3:4])[O:5][C:6](=[O:7])[NH:8][C:9]([CH2:10][CH:11]=[CH:12][C:13](=[O:15])[N:70]([CH:58]([C:57]([N:56]([CH:48]([C:47]([NH:46][CH2:45][C:44]([O:43][C:40]([CH3:41])=[O:42])([CH3:75])[CH3:76])=[O:74])[CH2:49][c:50]1[cH:51][cH:52][cH:53][cH:54][cH:55]1)[CH3:73])=[O:72])[CH2:59][c:60]1[cH:61][c:62]2[cH:63][cH:64][cH:65][cH:66][c:67]2[cH:68][cH:69]1)[CH3:71])([CH3:16])[CH3:17]. Reactants: C(C1=CC=CC=C1)(=O)CC(=O)NC1=CC=CC=C1 (α-benzoylacetanilide), C(CCC)N (n-butylamine), C(C)C1(OC(=CC(O1)=O)C)C (2-ethyl-2,6-dimethyl-4H-1,3-dioxin-4-one), O (water), C(CCC)N (butylamine). The reagents and catalysts are C(C)(=O)O (acetic acid). Run in C1(=CC=CC=C1)C (toluene), C1(=CC=CC=C1)C (toluene). Product: C(CCC)N1C(=C(C(C=C1C)=O)C(=O)NC1=CC=CC=C1)C1=CC=CC=C1 (1-butyl-1,4-dihydro-6-methyl-4-oxo-N,2-diphenyl-3-pyridinecarboxamide). Isolated yield 55.9%. RXN SMILES: [C:1]([CH2:9][C:10]([NH:12][C:13]1[CH:18]=[CH:17][CH:16]=[CH:15][CH:14]=1)=[O:11])(=O)[C:2]1[CH:7]=[CH:6][CH:5]=[CH:4][CH:3]=1.[CH2:19]([NH2:23])[CH2:20][CH2:21][CH3:22].O.C(C1(C)[O:32][C:31](=O)[CH:30]=[C:29]([CH3:34])O1)C>C(O)(=O)C.C1(C)C=CC=CC=1>[CH2:19]([N:23]1[C:29]([CH3:34])=[CH:30][C:31](=[O:32])[C:9]([C:10]([NH:12][C:13]2[CH:18]=[CH:17][CH:16]=[CH:15][CH:14]=2)=[O:11])=[C:1]1[C:2]1[CH:7]=[CH:6][CH:5]=[CH:4][CH:3]=1)[CH2:20][CH2:21][CH3:22]. Procedure: A mixture of 4.42 g (18.47 mmol) of α-benzoylacetanilide, 1.89 g (25.84 mmol) of n-butylamine, one drop of acetic acid and 25 ml of toluene was refluxed for 1.5 hours, while the resulted water and excess of butylamine were removed through a Dean-Stark's water separator, together with about 12 ml of toluene. While heating, to the mixture was dropwise added a solution of 7.2 g (46.18 mmol) of 2-ethyl-2,6-dimethyl-4H-1,3-dioxin-4-one in 16 ml of toluene within about 30 minutes and after the resulte... Starting materials: O=Cc1ccc(F)c(Br)c1, CS(C)=O, CCOC(C)=O, O=C(NCCc1ccc(Cl)cc1)c1ccc(O)cc1, [K+], [K+], O=C([O-])[O-]. Yields the product O=Cc1ccc(Oc2ccc(C(=O)NCCc3ccc(Cl)cc3)cc2)c(Br)c1. RXN SMILES: [Br:26][c:27]1[cH:28][c:29]([CH:30]=[O:31])[cH:32][cH:33][c:34]1[F:35].[CH3:36][S:37]([CH3:38])=[O:39].[CH3:40][CH2:41][O:42][C:43](=[O:44])[CH3:45].[Cl:1][c:2]1[cH:3][cH:4][c:5]([CH2:6][CH2:7][NH:8][C:9]([c:10]2[cH:11][cH:12][c:13]([OH:16])[cH:14][cH:15]2)=[O:17])[cH:18][cH:19]1.[K+:20].[K+:21].[O-:22][C:23]([O-:24])=[O:25]>>[Cl:1][c:2]1[cH:3][cH:4][c:5]([CH2:6][CH2:7][NH:8][C:9]([c:10]2[cH:11][cH:12][c:13]([O:16][c:34]3[c:27]([Br:26])[cH:28][c:29]([CH:30]=[O:31])[cH:32][cH:33]3)[cH:14][cH:15]2)=[O:17])[cH:18][cH:19]1.